This data is from the Open Reaction Database (ORD), a public repository of structured organic reaction records. The task is: describe an organic reaction: reactants, conditions, products, and yield Yield: 93.0%. Run at time 13 hour. RXN SMILES: [C:1]([O:4][C@H:5]1[C@@H:9]([CH2:10][I:11])[O:8][C@@H:7]([N:12]2[CH:20]=[C:18]([CH3:19])[C:16](=[O:17])[NH:15][C:13]2=[O:14])[CH2:6]1)(=[O:3])[CH3:2].C[C:22](OC(C)=O)=[O:23].N1C=CC=C[CH:29]=1>>[CH3:19][C:18]1[C:16](=[O:17])[NH:15][C:13](=[O:14])[N:12]([C@@H:7]2[O:8][C@:9]([C:10]#[CH:29])([CH2:22][OH:23])[CH:5]=[CH:6]2)[CH:20]=1.[C:1]([O:4][C@H:5]1[C@@H:9]([CH2:10][I:11])[O:8][C@@H:7]([N:12]2[CH:20]=[C:18]([CH3:19])[C:16](=[O:17])[NH:15][C:13]2=[O:14])[CH2:6]1)(=[O:3])[CH3:2]. Yields the product CC1=CN(C(=O)NC1=O)[C@H]2C=C[C@](O2)(CO)C#C (4′-ethynyl-d4T), C(C)(=O)O[C@@H]1C[C@@H](O[C@@H]1CI)N1C(=O)NC(=O)C(C)=C1 (1-(3-O-Acetyl-2,5-dideoxy-5-iodo-β-D-threo-pentofuranosyl)-thymine). Procedure: TKD-4-114 (2′,3′-didehydro-3′-deoxy-4′-ethynylthymidine, 4′-ethynyl-d4T) was synthesized by a series of reactions shown in Scheme B, starting from compound 6 which was prepared according to the published procedure: B. V. Joshi and C. B. Reese, Tetrahedron Lett., 32, 2371-2374 (1992). 1-(3-O-Acetyl-2,5-dideoxy-5-iodo-β-D-threo-pentofuranosyl)-thymine (7) A mixture of 6 (5.3 g, 15.05 mmol) and Ac2O (4.3 mL, 45.15 mmol) in pyridine (30 mL) was stirred at room temperature for 13 h. The reaction mixt... The reactants are compound 6, C(C)(=O)O[C@@H]1C[C@@H](O[C@@H]1CI)N1C(=O)NC(=O)C(C)=C1 (1-(3-O-Acetyl-2,5-dideoxy-5-iodo-β-D-threo-pentofuranosyl)-thymine), 6, CC(=O)OC(=O)C (Ac2O), N1=CC=CC=C1 (pyridine). The reactants are NC1=NC(=NC=C1F)O (4-amino-5-fluoropyrimidin-2-ol), COC(N(C)C)OC (N,N-dimethylformamide dimethyl acetal). The solvent is CCOCC (Et2O), CN(C)C=O (DMF). Reaction conditions: time 72 hour. The product is FC=1C(=NC(NC1)=O)/N=C/N(C)C ((E)-N′-(5-fluoro-2-oxo-1,2-dihydropyrimidin-4-yl)-N,N-dimethylformimidamide). The yield is 91.6%. As a reaction SMILES: [NH2:1][C:2]1[C:7]([F:8])=[CH:6][N:5]=[C:4]([OH:9])[N:3]=1.CO[CH:12](OC)[N:13]([CH3:15])[CH3:14]>CN(C=O)C.CCOCC>[F:8][C:7]1[C:2](/[N:1]=[CH:12]/[N:13]([CH3:15])[CH3:14])=[N:3][C:4](=[O:9])[NH:5][CH:6]=1. Procedure details: To a magnetically stirred solution of 4-amino-5-fluoropyrimidin-2-ol (4.00 g, 31.0 mmol) in DMF (100 mL) was added N,N-dimethylformamide dimethyl acetal (DMF-DMA; 4.00 g, 34.0 mmol). The mixture was stirred at room temperature for 72 h, diluted with Et2O (200 mL), and filtered. The solid product was washed with heptane to give (E)-N′-(5-fluoro-2-oxo-1,2-dihydropyrimidin-4-yl)-N,N-dimethylformimidamide (5.23 g, 92%) as a white solid: mp 240-243° C.; 1H NMR (300 MHz, DMSO-d6) δ 10.7 (br s, 1H), 8....